Task: describe an organic reaction: reactants, conditions, products, and yield. Dataset: the Open Reaction Database (ORD), a public repository of structured organic reaction records The reactants are ClC=1C=C(C=CC1)C(CNC(CC1=CC2=C(OC(O2)(C(=O)O)C(=O)O)C=C1)C)O (5-{2-[2-(3-chloro-phenyl)-2-hydroxy-ethylamino]-propyl}-benzo[1,3]dioxole-2,2-dicarboxylic acid), C(CCCCCC)O (1-heptanol). The product is C(CCCCCC)OC(=O)C1(OC2=C(O1)C=CC(=C2)CC(C)NCC(O)C2=CC(=CC=C2)Cl)C(=O)OCCCCCCC (5-{2-[2-(3-Chloro-phenyl)-2-hydroxy-ethylamino]-propyl}-benzo[1,3]dioxole-2,2-dicarboxylic acid diheptyl ester), O(CC)CC.Cl (Et2O hydrochloride). Reaction SMILES: [Cl:1][C:2]1[CH:3]=[C:4]([CH:8]([OH:29])[CH2:9][NH:10][CH:11]([CH3:28])[CH2:12][C:13]2[CH:27]=[CH:26][C:16]3[O:17][C:18]([C:23]([OH:25])=[O:24])([C:20]([OH:22])=[O:21])[O:19][C:15]=3[CH:14]=2)[CH:5]=[CH:6][CH:7]=1.[CH2:30](O)[CH2:31][CH2:32][CH2:33][CH2:34][CH2:35][CH3:36]>>[CH2:30]([O:24][C:23]([C:18]1([C:20]([O:22][CH2:6][CH2:7][CH2:2][CH2:3][CH2:4][CH2:8][CH3:9])=[O:21])[O:17][C:16]2[CH:26]=[CH:27][C:13]([CH2:12][CH:11]([NH:10][CH2:9][CH:8]([C:4]3[CH:5]=[CH:6][CH:7]=[C:2]([Cl:1])[CH:3]=3)[OH:29])[CH3:28])=[CH:14][C:15]=2[O:19]1)=[O:25])[CH2:31][CH2:32][CH2:33][CH2:34][CH2:35][CH3:36].[O:17]([CH2:18][CH3:20])[CH2:16][CH3:15].[ClH:1] |f:3.4|. Procedure details: The title compound was prepared from 5-{2-[2-(3-chloro-phenyl)-2-hydroxy-ethylamino]-propyl}-benzo[1,3]dioxole-2,2-dicarboxylic acid and 1-heptanol as a brown gum according to the procedure of Example 1, leaving out the final HCl(g) /Et2O hydrochloride salt forming step: 1H NMR (300 MHz, CDCl3): δ 0.80-0.92 (m, 6H), 1.23-1.40 (brm, 19H), 1.60-1.75 (m, 4H), 2.80 (t, J=8.8 Hz, 1H), 3.05-3.30 (brm, 2H), 3.38-3.50 (m, 2H), 4.27 (q, J=6.7 Hz, 4H), 5.43 (d, J=8.4 Hz, 1H), 6.72-6.90 (m, 4H), 7.20-7.33 ... Reactants: CCC(C)=O, COc1cc2c(nc1OC)c(-c1cc3cccnc3n1S(=O)(=O)c1ccc(C)cc1)cn2CCCl, [I-], [Na+]. Product: COc1cc2c(nc1OC)c(-c1cc3cccnc3n1S(=O)(=O)c1ccc(C)cc1)cn2CCI. RXN SMILES: [CH3:38][C:39](=[O:40])[CH2:41][CH3:42].[Cl:3][CH2:4][CH2:5][n:6]1[cH:7][c:8](-[c:19]2[cH:20][c:21]3[c:22]([n:23][cH:24][cH:25][cH:26]3)[n:27]2[S:28](=[O:29])(=[O:30])[c:31]2[cH:32][cH:33][c:34]([CH3:37])[cH:35][cH:36]2)[c:9]2[n:10][c:11]([O:17][CH3:18])[c:12]([O:15][CH3:16])[cH:13][c:14]12.[I-:1].[Na+:2]>>[I:1][CH2:4][CH2:5][n:6]1[cH:7][c:8](-[c:19]2[cH:20][c:21]3[c:22]([n:23][cH:24][cH:25][cH:26]3)[n:27]2[S:28](=[O:29])(=[O:30])[c:31]2[cH:32][cH:33][c:34]([CH3:37])[cH:35][cH:36]2)[c:9]2[n:10][c:11]([O:17][CH3:18])[c:12]([O:15][CH3:16])[cH:13][c:14]12. The reactants are 1F, COC1=CC=C(CNC2=NC=CC=C2)C=C1 (N-(4-methoxybenzyl)pyridin-2-amine), ClC=1C=C(C=2N(N1)C(=CN2)C#N)N(CC2=CC=C(C=C2)OC)C2=NC=C(C=C2)OC (6-chloro-8-((5-methoxypyridin-2-yl)(4-methoxybenzyl)amino)imidazo[1,2-b]pyridazine-3-carbonitrile). The solvent is CO (methanol). Product: ClC=1C=C(C=2N(N1)C(=CN2)C#N)N(C2=NC=CC=C2)CC2=CC=C(C=C2)OC (6-chloro-8-((4-methoxybenzyl)(2-pyridinyl)amino)imidazo[1,2-b]pyridazine-3-carbonitrile). Reaction SMILES: COC1C=CC(CNC2C=CC=CN=2)=CC=1.[Cl:17][C:18]1[CH:19]=[C:20]([N:29]([C:39]2[CH:44]=[CH:43][C:42](OC)=[CH:41][N:40]=2)[CH2:30][C:31]2[CH:36]=[CH:35][C:34]([O:37][CH3:38])=[CH:33][CH:32]=2)[C:21]2[N:22]([C:24]([C:27]#[N:28])=[CH:25][N:26]=2)[N:23]=1>CO>[Cl:17][C:18]1[CH:19]=[C:20]([N:29]([CH2:30][C:31]2[CH:32]=[CH:33][C:34]([O:37][CH3:38])=[CH:35][CH:36]=2)[C:39]2[CH:44]=[CH:43][CH:42]=[CH:41][N:40]=2)[C:21]2[N:22]([C:24]([C:27]#[N:28])=[CH:25][N:26]=2)[N:23]=1. Procedure: 8A was prepared from a mixture of 1F and N-(4-methoxybenzyl)pyridin-2-amine following the procedure employed for the preparation of 5B. HPLC: Rt=3.881 min. (YMC S5 ODS 4.6×50 mm, 10-90% aqueous methanol containing 0.2% H3PO4, 4 min gradient, monitored at 220 nm). MS (ES): m/z=391.0 [M+H]+. Reactants: C(C=C)NS(=O)(=O)C1=CC(=C(S1)Br)C1=C(N=C(S1)NC(C)=O)C (N-(5-{5-[(allylamino)sulfonyl]-2-bromo-3-thienyl}-4-methyl-1,3-thiazol-2-yl)acetamide), C(CCC)[Li] (n-Butyllithium). Run in O (water), TBF. Reaction conditions: temperature -70 celsius, time 1 hour. Product: C(C=C)NS(=O)(=O)C1=CC(=CS1)C1=C(N=C(S1)NC(C)=O)C (N-(5-{5-[(allylamino)sulfonyl]-3-thienyl}-4-methyl-1,3-thiazol-2-yl)acetamide). Isolated yield 10.0%. RXN SMILES: [CH2:1]([NH:4][S:5]([C:8]1[S:12][C:11](Br)=[C:10]([C:14]2[S:18][C:17]([NH:19][C:20](=[O:22])[CH3:21])=[N:16][C:15]=2[CH3:23])[CH:9]=1)(=[O:7])=[O:6])[CH:2]=[CH2:3].C([Li])CCC>O>[CH2:1]([NH:4][S:5]([C:8]1[S:12][CH:11]=[C:10]([C:14]2[S:18][C:17]([NH:19][C:20](=[O:22])[CH3:21])=[N:16][C:15]=2[CH3:23])[CH:9]=1)(=[O:7])=[O:6])[CH:2]=[CH2:3]. Procedure: N-(5-{5-[(allylamino)sulfonyl]-2-bromo-3-thienyl}-4-methyl-1,3-thiazol-2-yl)acetamide obtained in Step I as described above (35 mg; 0.08 mmol; 1 eq), is dissolved in dry TBF (5 ml) at −70° C. under an inert atmosphere. n-Butyllithium (0.18 ml; 1 M; 0.18 mmol; 2.20 eq) is added slowly and reaction stirred at −70° C. for 1 hour before being hydrolyzed with water (0.3 ml). Reaction is warmed up to room temperature before being concentrated to dryness. Residue is taken up with water (2 ml) and EtOAc... Starting materials: COC=1C=C2C(=CC=NC2=CC1OCCN1CCOCC1)OC=1C(=NC2=CC=CC=C2C1)C (6-methoxy-4-(2-methyl-quinolin-3-yloxy)-7-(2-morpholin-4-yl-ethoxy)-quinoline), COC=1C=C2C(=CC=NC2=CC1OCCN1CCOCC1)OC=1C(=NC2=CC=CC=C2C1)C (6-methoxy-4-(2-methyl-quinolin-3-yloxy)-7-(2-morpholin-4-yl-ethoxy)-quinoline), Cl.CO (hydrochloric acid methanol). Conditions: time 1 hour. The product is Cl.COC=1C=C2C(=CC=NC2=CC1OCCN1CCOCC1)OC=1C(=NC2=CC=CC=C2C1)C (6-Methoxy-4-(2-methyl-quinolin-3-yloxy)-7-(2-morpholin-4-yl-ethoxy)-quinoline hydrochloride). Isolated yield 59.0%. As a reaction SMILES: [CH3:1][O:2][C:3]1[CH:4]=[C:5]2[C:10](=[CH:11][C:12]=1[O:13][CH2:14][CH2:15][N:16]1[CH2:21][CH2:20][O:19][CH2:18][CH2:17]1)[N:9]=[CH:8][CH:7]=[C:6]2[O:22][C:23]1[C:24]([CH3:33])=[N:25][C:26]2[C:31]([CH:32]=1)=[CH:30][CH:29]=[CH:28][CH:27]=2.[ClH:34].CO>>[ClH:34].[CH3:1][O:2][C:3]1[CH:4]=[C:5]2[C:10](=[CH:11][C:12]=1[O:13][CH2:14][CH2:15][N:16]1[CH2:17][CH2:18][O:19][CH2:20][CH2:21]1)[N:9]=[CH:8][CH:7]=[C:6]2[O:22][C:23]1[C:24]([CH3:33])=[N:25][C:26]2[C:31]([CH:32]=1)=[CH:30][CH:29]=[CH:28][CH:27]=2 |f:1.2,3.4|. Reported procedure: A hydrochloric acid/methanol solution (30 ml) was added to 6-methoxy-4-(2-methyl-quinolin-3-yloxy)-7-(2-morpholin-4-yl-ethoxy)-quinoline (compound 365) (748 mg), and the mixture was stirred at room temperature for one hr. The solvent was removed by distillation under the reduced pressure to give the title compound (900 mg, yield 59%). Starting materials: ClC1=NC2=CC=C(C=C2C(=N1)NC=1NN=C(C1)C1CC1)N1CCCCC1 ((2-Chloro-6-piperidin-1-yl-quinazolin-4-yl)-(5-cyclopropyl-2H-pyrazol-3-yl)-amine), C(C)(C)(C)OC(=O)N1NC(C2=CC=C(C=C12)N)=O (6-Amino-3-oxo-2,3-dihydro-indazole-1-carboxylic acid tert-butyl ester), C(=O)(C(F)(F)F)O (TFA), C(=O)(O)[O-].[Na+] (NaHCO3). Solvent: CN1CCCC1=O (NMP), C(Cl)Cl (methylene chloride). Conditions: temperature 90 celsius. Product: C1(CC1)C=1C=C(NN1)NC1=NC(=NC2=CC=C(C=C12)N1CCCCC1)NC1=CC=C2C(NNC2=C1)=O (6-[4-(5-Cyclopropyl-2H-pyrazol-3-ylamino)-6-piperidin-1-yl-quinazolin-2-ylamino]-1,2-dihydro-indazol-3-one). As a reaction SMILES: Cl[C:2]1[N:11]=[C:10]([NH:12][C:13]2[NH:14][N:15]=[C:16]([CH:18]3[CH2:20][CH2:19]3)[CH:17]=2)[C:9]2[C:4](=[CH:5][CH:6]=[C:7]([N:21]3[CH2:26][CH2:25][CH2:24][CH2:23][CH2:22]3)[CH:8]=2)[N:3]=1.C(OC([N:34]1[C:42]2[C:37](=[CH:38][CH:39]=[C:40]([NH2:43])[CH:41]=2)[C:36](=[O:44])[NH:35]1)=O)(C)(C)C.C([O-])(O)=O.[Na+].C(O)(C(F)(F)F)=O>CN1C(=O)CCC1.C(Cl)Cl>[CH:18]1([C:16]2[CH:17]=[C:13]([NH:12][C:10]3[C:9]4[C:4](=[CH:5][CH:6]=[C:7]([N:21]5[CH2:26][CH2:25][CH2:24][CH2:23][CH2:22]5)[CH:8]=4)[N:3]=[C:2]([NH:43][C:40]4[CH:41]=[C:42]5[C:37]([C:36](=[O:44])[NH:35][NH:34]5)=[CH:38][CH:39]=4)[N:11]=3)[NH:14][N:15]=2)[CH2:20][CH2:19]1 |f:2.3|. Procedure details: To (2-Chloro-6-piperidin-1-yl-quinazolin-4-yl)-(5-cyclopropyl-2H-pyrazol-3-yl)-amine (80 mg, 0.217 mmol) in NMP (1 mL) was added 6-Amino-3-oxo-2,3-dihydro-indazole-1-carboxylic acid tert-butyl ester (65 mg, 0.26 mmol) and heated to 90° C. for 12 hr in a sealed tube. Solution was poured into sat. NaHCO3, resulting in a brown solid. The dried solid was taken up in 5 ml of methylene chloride and treated with 5 mL of TFA for 6 hr. The reaction was evaporated and the title compound was isolated by pr... Starting materials: C(C)(=O)OC(C)=O (Acetic anhydride), [N+](=O)(O)[O-] (nitric acid), CN1C(=CC=C1)C(=O)O (1-methyl-1H-pyrrole-2-carboxylic acid), C(C)(=O)OC(C)=O (acetic anhydride). Run at time 0.5 hour. Yields the product CN1C(=CC(=C1)[N+](=O)[O-])C(=O)O (1-methyl-4-nitro-1H-pyrrole-2-carboxylic acid). Isolated yield 19.8%. Reaction SMILES: C(OC(=O)C)(=O)C.[N+:8]([O-:11])(O)=[O:9].[CH3:12][N:13]1[CH:17]=[CH:16][CH:15]=[C:14]1[C:18]([OH:20])=[O:19]>>[CH3:12][N:13]1[CH:17]=[C:16]([N+:8]([O-:11])=[O:9])[CH:15]=[C:14]1[C:18]([OH:20])=[O:19]. Procedure details: Acetic anhydride (8 ml, 85 mmol) was treated with nitric acid (1.020 ml, 15.98 mmol) (heating occurred upon addition); the mixture was cooled to RT and slowly added to a suspension of 1-methyl-1H-pyrrole-2-carboxylic acid (2 g, 15.98 mmol) in acetic anhydride (12 ml, 127 mmol) cooled to −30° C. The reaction was stirred at −30° C. for 0.5 hours, then at RT for 20 minutes. The mixture was cooled again to −30° C. to precipitate the desired product. The solid was quickly filtered in a frit funnel co... The reactants are N1N=NN=C1C=1C=CC=2C3=C(C(=NC2C1)NC=1C=C(C(=O)OCC)C=CC1)C=CS3 (ethyl 3-(7-(1H-tetrazol-5-yl)thieno[3,2-c]quinolin-4-ylamino)benzoate), C1CCOC1 (THF), Cl (hydrochloric acid), [OH-].[Li+] (Lithium Hydroxide). Run in O (water), CO (MeOH), O (Water). Conditions: time 1 hour. Yields the product N1N=NN=C1C=1C=CC=2C3=C(C(=NC2C1)NC=1C=C(C(=O)O)C=CC1)C=CS3 (3-(7-(1H-tetrazol-5-yl)thieno[3,2-c]quinolin-4-ylamino)benzoic acid). RXN SMILES: [NH:1]1[C:5]([C:6]2[CH:7]=[CH:8][C:9]3[C:10]4[S:30][CH:29]=[CH:28][C:11]=4[C:12]([NH:16][C:17]4[CH:18]=[C:19]([CH:25]=[CH:26][CH:27]=4)[C:20]([O:22]CC)=[O:21])=[N:13][C:14]=3[CH:15]=2)=[N:4][N:3]=[N:2]1.C1COCC1.[OH-].[Li+].Cl>O.CO>[NH:1]1[C:5]([C:6]2[CH:7]=[CH:8][C:9]3[C:10]4[S:30][CH:29]=[CH:28][C:11]=4[C:12]([NH:16][C:17]4[CH:18]=[C:19]([CH:25]=[CH:26][CH:27]=4)[C:20]([OH:22])=[O:21])=[N:13][C:14]=3[CH:15]=2)=[N:4][N:3]=[N:2]1 |f:2.3|. Reported procedure: ethyl 3-(7-(1H-tetrazol-5-yl)thieno[3,2-c]quinolin-4-ylamino)benzoate (1.0 eq, 7.6 mg, 0.018 mmol) was suspended in a 1:1:1 mixture of THF, MeOH and water. Lithium Hydroxide was added (40 mg, 1.66 mmol) and the mixture stirred at room temperature for one hour. Water and hydrochloric acid were added and the resulting solid filtered and dried to afford 3-(7-(1H-tetrazol-5-yl)thieno[3,2-c]quinolin-4-ylamino)benzoic acid as a solid. LCMS (ES): 95% pure, m/z 389 [M+1]+. The reactants are Cl (hydrochloric acid), C(#C)[C@]1([C@]2(C)[C@@H](CC1=C)[C@@H]1C[C@H](C3=CC(CC[C@]3(C)[C@H]1CC2)=O)CN(CC)C2=CC=CC=C2)O (17α-Ethynyl-17β-hydroxy-6β-(N-phenyl-N-ethylaminomethyl)-16-methyleneandrosta-4-en-3-one), O (Water). Solvent: C1CCOC1 (THF). Run at time 8 hour. Yields the product C(#C)[C@]1([C@]2(C)[C@@H](CC1=C)[C@@H]1CC(C3=CC(CC[C@]3(C)[C@H]1CC2)=O)=C)O (17α-Ethynyl-17β-hydroxy-6,16-dimethyleneandrosta-4-en-3-one). Reaction SMILES: [C:1]([C@:3]1([OH:34])[C:8](=[CH2:9])[CH2:7][C@H:6]2[C@H:10]3[C@H:20]([CH2:21][CH2:22][C@:4]12[CH3:5])[C@:18]1([CH3:19])[C:13](=[CH:14][C:15](=[O:23])[CH2:16][CH2:17]1)[C@H:12]([CH2:24]N(C1C=CC=CC=1)CC)[CH2:11]3)#[CH:2].Cl.O>C1COCC1>[C:1]([C@:3]1([OH:34])[C:8](=[CH2:9])[CH2:7][C@H:6]2[C@H:10]3[C@H:20]([CH2:21][CH2:22][C@:4]12[CH3:5])[C@:18]1([CH3:19])[C:13](=[CH:14][C:15](=[O:23])[CH2:16][CH2:17]1)[C:12](=[CH2:24])[CH2:11]3)#[CH:2]. Reported procedure: 17α-Ethynyl-17β-hydroxy-6-β-(N-phenyl-N-ethylaminomethyl)-16-methyleneandrosta-4-en-3-one (Example 3) in THF (20 ml) are mixed. Degassed hydrochloric acid (6N, 55 ml plus 20 ml THF) are added. The mixture is stirred overnight at 20°-25° under nitrogen, at which time TLC shows the reaction to be complete. Water (110 ml) is added, the mixture filtered, the solids washed with 10% hydrochloric acid, twice with water, once with 5% sodium bicarbonate, and three times with water to neutrality. Solids w... The reactants are ClC1=NC=2CC3(CC(C2C(=C1C(=O)OCC)O)=O)CCC3 (ethyl 2′-chloro-4′-hydroxy-5′-oxo-6′,8′-dihydro-5′H-spiro[cyclobutane-1,7′-quinoline]-3′-carboxylate), C([O-])([O-])=O.[Cs+].[Cs+] (caesium carbonate). Solvent: O1CCOCC1 (1,4-Dioxane). Product: O1CCC(=CC1)C1=NC=2CC3(CC(C2C(=C1C(=O)OCC)O)=O)CCC3 (Ethyl 2′-(3,6-dihydro-2H-pyran-4-yl)-4′-hydroxy-5′-oxo-6′,8′-dihydro-5′H-spiro[cyclobutane-1,7′-quinoline]-3′-carboxylate). As a reaction SMILES: Cl[C:2]1[C:11]([C:12]([O:14][CH2:15][CH3:16])=[O:13])=[C:10]([OH:17])[C:9]2[C:8](=[O:18])[CH2:7][C:6]3([CH2:21][CH2:20][CH2:19]3)[CH2:5][C:4]=2[N:3]=1.[C:22](=[O:25])([O-])[O-].[Cs+].[Cs+]>O1CCOCC1>[O:25]1[CH2:22][CH:5]=[C:4]([C:2]2[C:11]([C:12]([O:14][CH2:15][CH3:16])=[O:13])=[C:10]([OH:17])[C:9]3[C:8](=[O:18])[CH2:7][C:6]4([CH2:21][CH2:20][CH2:19]4)[CH2:5][C:4]=3[N:3]=2)[CH2:9][CH2:8]1 |f:1.2.3|. Procedure: Obtained by starting from ethyl 2′-chloro-4′-hydroxy-5′-oxo-6′,8′-dihydro-5′H-spiro[cyclobutane-1,7′-quinoline]-3′-carboxylate. 1,4-Dioxane is used instead of tetrahydrofurane and caesium carbonate instead of sodium carbonate.